Dataset: the Open Reaction Database (ORD), a public repository of structured organic reaction records. Task: describe an organic reaction: reactants, conditions, products, and yield The reactants are COC(=O)c1sc(C2=CCCCC2)cc1N(C(=O)C1CCC(C)CC1)C1CCN(C(=O)OC(C)(C)C)CC1, ClCCl, O=C(O)C(F)(F)F. Yields the product COC(=O)c1sc(C2=CCCCC2)cc1N(C(=O)C1CCC(C)CC1)C1CCNCC1. As a reaction SMILES: [C:1]([O:2][C:3](=[O:4])[N:8]1[CH2:9][CH2:10][CH:11]([N:14]([C:15](=[O:16])[CH:17]2[CH2:18][CH2:19][CH:20]([CH3:23])[CH2:21][CH2:22]2)[c:24]2[c:25]([C:35](=[O:36])[O:37][CH3:38])[s:26][c:27]([C:29]3=[CH:30][CH2:31][CH2:32][CH2:33][CH2:34]3)[cH:28]2)[CH2:12][CH2:13]1)([CH3:5])([CH3:6])[CH3:7].[Cl:39][CH2:40][Cl:41].[OH:42][C:43]([C:44]([F:45])([F:46])[F:47])=[O:48]>>[NH:8]1[CH2:9][CH2:10][CH:11]([N:14]([C:15](=[O:16])[CH:17]2[CH2:18][CH2:19][CH:20]([CH3:23])[CH2:21][CH2:22]2)[c:24]2[c:25]([C:35](=[O:36])[O:37][CH3:38])[s:26][c:27]([C:29]3=[CH:30][CH2:31][CH2:32][CH2:33][CH2:34]3)[cH:28]2)[CH2:12][CH2:13]1. Reaction SMILES: [OH:1][CH2:2][CH2:3][CH2:4][CH2:5][CH2:6][C:7]1[C:8](=[O:12])[CH2:9][CH2:10][CH:11]=1.C1C(/C=N/O)=CC=[N+](C[N+]2C=CC(/C=N/O)=CC=2)C=1.[Br-].[Br-].[C:34]1([CH3:44])[CH:39]=[CH:38][C:37]([S:40](Cl)(=[O:42])=[O:41])=[CH:36][CH:35]=1>N1C=CC=CC=1>[C:34]1([CH3:44])[CH:39]=[CH:38][C:37]([S:40]([O:1][CH2:2][CH2:3][CH2:4][CH2:5][CH2:6][C:7]2[C:8](=[O:12])[CH2:9][CH2:10][CH:11]=2)(=[O:42])=[O:41])=[CH:36][CH:35]=1 |f:0.1.2.3|. Reactants: OCCCCCC=1C(CCC1)=O.C=1C(=CC=[N+](C1)C[N+]2=CC=C(C=C2)/C=N/O)/C=N/O.[Br-].[Br-] (2-(5-hydroxypentyl)-2-cyclopentenone methoxime), C1(=CC=C(C=C1)S(=O)(=O)Cl)C (p-toluenesulfonyl chloride). Procedure: Treatment of 2-(hydroxypentyl)-2-cyclopentenone methoxime (Example 25) with p-toluenesulfonyl chloride in pyridine in the manner described in Example 18 gives a colorless oil. IR (film) 1600, 1190, 1180, 1050, 885 cm-1. The product is C1(=CC=C(C=C1)S(=O)(=O)OCCCCCC=1C(CCC1)=O)C (2-(5-p-toluenesulfonyloxypentyl)-2-cyclopentenone). Run in N1=CC=CC=C1 (pyridine). Reaction SMILES: [C:1](#[N:2])[c:3]1[cH:4][c:5](-[c:13]2[n:14][c:15](-[c:18]3[cH:19][cH:20][c:21]4[c:22]([cH:36]3)[CH2:23][N:24]([CH2:28][CH2:29][CH2:30][C:31](=[O:32])[O:33][CH2:34][CH3:35])[CH2:25][CH2:26][O:27]4)[n:16][o:17]2)[cH:6][cH:7][c:8]1[O:9][CH:10]([CH3:11])[CH3:12].[CH3:39][CH2:40][OH:41].[Na+:38].[OH-:37]>>[C:1](#[N:2])[c:3]1[cH:4][c:5](-[c:13]2[n:14][c:15](-[c:18]3[cH:19][cH:20][c:21]4[c:22]([cH:36]3)[CH2:23][N:24]([CH2:28][CH2:29][CH2:30][C:31](=[O:32])[OH:33])[CH2:25][CH2:26][O:27]4)[n:16][o:17]2)[cH:6][cH:7][c:8]1[O:9][CH:10]([CH3:11])[CH3:12]. The reactants are CCOC(=O)CCCN1CCOc2ccc(-c3noc(-c4ccc(OC(C)C)c(C#N)c4)n3)cc2C1, CCO, [Na+], [OH-]. The product is CC(C)Oc1ccc(-c2nc(-c3ccc4c(c3)CN(CCCC(=O)O)CCO4)no2)cc1C#N. Reactants: [BH4-], CO, O=Cc1ccccc1, COc1ccc(C(C)N)cc1OC, [Na+], c1ccncc1. Product: COc1ccc(C(C)NCc2ccccc2)cc1OC. As a reaction SMILES: [BH4-:28].[CH3:30][OH:31].[CH:14](=[O:15])[c:16]1[cH:17][cH:18][cH:19][cH:20][cH:21]1.[NH2:1][CH:2]([CH3:3])[c:4]1[cH:5][c:6]([O:12][CH3:13])[c:7]([O:10][CH3:11])[cH:8][cH:9]1.[Na+:29].[cH:22]1[cH:23][cH:24][n:25][cH:26][cH:27]1>>[NH:1]([CH:2]([CH3:3])[c:4]1[cH:5][c:6]([O:12][CH3:13])[c:7]([O:10][CH3:11])[cH:8][cH:9]1)[CH2:14][c:16]1[cH:17][cH:18][cH:19][cH:20][cH:21]1. Starting materials: Brc1ccc(OCc2ccccc2)nc1, C1CCOC1, [Li]CCCC, CCCCCC, CCC=O, [Cl-], [NH4+]. RXN SMILES: [CH2:12]([c:13]1[cH:14][cH:15][cH:16][cH:17][cH:18]1)[O:19][c:20]1[n:21][cH:22][c:23]([Br:26])[cH:24][cH:25]1.[CH2:33]1[O:34][CH2:35][CH2:36][CH2:37]1.[CH3:1][CH2:2][CH2:3][CH2:4][Li:5].[CH3:6][CH2:7][CH2:8][CH2:9][CH2:10][CH3:11].[CH:27]([CH2:28][CH3:29])=[O:30].[Cl-:31].[NH4+:32]>>[CH2:12]([c:13]1[cH:14][cH:15][cH:16][cH:17][cH:18]1)[O:19][c:20]1[n:21][cH:22][c:23]([CH:27]([CH2:28][CH3:29])[OH:30])[cH:24][cH:25]1. The product is CCC(O)c1ccc(OCc2ccccc2)nc1. The reactants are C(C)OC(COC1=C(C=CC=C1)Br)OCC (1-(2,2-diethoxyethoxy)-2-bromobenzene), polyphosphoric acid, CCOCC (ether), [OH-].[Na+] (NaOH). Run in ClC1=CC=CC=C1 (chlorobenzene), ClC1=CC=CC=C1 (chlorobenzene). Product: BrC1=CC=CC=2C=COC21 (7-bromobenzofuran). Yield: 36.7%. As a reaction SMILES: C(O[CH:4](OCC)[CH2:5][O:6][C:7]1[CH:12]=[CH:11][CH:10]=[CH:9][C:8]=1[Br:13])C.[OH-].[Na+].CCOCC>ClC1C=CC=CC=1>[Br:13][C:8]1[C:7]2[O:6][CH:5]=[CH:4][C:12]=2[CH:11]=[CH:10][CH:9]=1 |f:1.2|. Procedure details: A stirred mixture of polyphosphoric acid (˜5 g) and chlorobenzene (8 mL) was heated at reflux and a solution of 1-(2,2-diethoxyethoxy)-2-bromobenzene (2.62 g, 9.0 mmol) in chlorobenzene (3 mL) was added dropwise over 10 min. The mixture was heated at reflux for 1.5 h. The mixture was allowed to cool to rt and 1M aq NaOH (20 mL) was added, followed by ether (175 mL). The mixture was washed with water (2×20 mL) and brine (20 mL), and dried over MgSO4. Evaporation of the solvent left a residue whic...